This data is from the Open Reaction Database (ORD), a public repository of structured organic reaction records. The task is: describe an organic reaction: reactants, conditions, products, and yield Reactants: [N+](=O)([O-])C1=CC=C(C(C(=O)OCC)=C1)O (ethyl 5-nitrosalicylate), C(C)(=O)[O-].[K+] (potassium acetate), BrBr (bromine). Reaction SMILES: [N+:1]([C:4]1[CH:14]=[C:8]([C:9]([O:11][CH2:12][CH3:13])=[O:10])[C:7]([OH:15])=[CH:6][CH:5]=1)([O-:3])=[O:2].C([O-])(=O)C.[K+].[Br:21]Br>C(O)(=O)C>[Br:21][C:6]1[CH:5]=[C:4]([N+:1]([O-:3])=[O:2])[CH:14]=[C:8]([C:9]([O:11][CH2:12][CH3:13])=[O:10])[C:7]=1[OH:15] |f:1.2|. The yield is 100.1%. Yields the product BrC1=C(C(C(=O)OCC)=CC(=C1)[N+](=O)[O-])O (ethyl 3-bromo-5-nitrosalicylate). Conditions: time 1 hour. Procedure details: 1.74 kg (8.2 mol) of ethyl 5-nitrosalicylate and 700 g of potassium acetate were dissolved in 5000 ml of acetic acid. 1.312 kg of bromine was dropwise added to the obtained solution at room temperature in one hour. Thereafter, the resulting mixture was further stirred for one hour and then concentrated under reduced pressure. The obtained residue was dissolved in ethyl acetate. The obtained solution was washed with water, dehydrated and concentrated under reduced pressure. The obtained residue w... The solvent is C(C)(=O)O (acetic acid). The reactants are CC(=O)O, CCOC(C)=O, CCCOc1c(OCc2ccccc2)cc(C2CCC(c3cc(OC)c(OC)c(OC)c3)O2)cc1S(=O)(=O)CC(C)=O. Product: CCCOc1c(O)cc(C2CCC(c3cc(OC)c(OC)c(OC)c3)O2)cc1S(=O)(=O)CC(C)=O. Reaction SMILES: [CH3:43][C:44](=[O:45])[OH:46].[CH3:47][CH2:48][O:49][C:50](=[O:51])[CH3:52].[O:1]=[C:2]([CH2:3][S:4](=[O:5])(=[O:6])[c:7]1[cH:8][c:9]([CH:25]2[O:26][CH:27]([c:30]3[cH:31][c:32]([O:40][CH3:41])[c:33]([O:38][CH3:39])[c:34]([O:36][CH3:37])[cH:35]3)[CH2:28][CH2:29]2)[cH:10][c:11]([O:17][CH2:18][c:19]2[cH:20][cH:21][cH:22][cH:23][cH:24]2)[c:12]1[O:13][CH2:14][CH2:15][CH3:16])[CH3:42]>>[O:1]=[C:2]([CH2:3][S:4](=[O:5])(=[O:6])[c:7]1[cH:8][c:9]([CH:25]2[O:26][CH:27]([c:30]3[cH:31][c:32]([O:40][CH3:41])[c:33]([O:38][CH3:39])[c:34]([O:36][CH3:37])[cH:35]3)[CH2:28][CH2:29]2)[cH:10][c:11]([OH:17])[c:12]1[O:13][CH2:14][CH2:15][CH3:16])[CH3:42]. Reactants: O=C([O-])[O-], CN(C)C=O, CCOC(C)=O, Oc1ccc(-c2ccccc2F)cc1, [K+], [K+], CC(C)(C)OC(=O)N1CCCC1c1cc([N+](=O)[O-])c(N)cc1F. Product: CC(C)(C)OC(=O)N1CCCC1c1cc([N+](=O)[O-])c(N)cc1Oc1ccc(-c2ccccc2F)cc1. Reaction SMILES: [C:15](=[O:16])([O-:17])[O-:18].[CH3:21][N:22]([CH3:23])[CH:24]=[O:25].[CH3:49][CH2:50][O:51][C:52](=[O:53])[CH3:54].[F:1][c:2]1[c:3](-[c:8]2[cH:9][cH:10][c:11]([OH:14])[cH:12][cH:13]2)[cH:4][cH:5][cH:6][cH:7]1.[K+:19].[K+:20].[NH2:26][c:27]1[cH:28][c:29]([F:48])[c:30]([CH:36]2[N:37]([C:41](=[O:42])[O:43][C:44]([CH3:45])([CH3:46])[CH3:47])[CH2:38][CH2:39][CH2:40]2)[cH:31][c:32]1[N+:33](=[O:34])[O-:35]>>[F:1][c:2]1[c:3](-[c:8]2[cH:9][cH:10][c:11]([O:14][c:29]3[cH:28][c:27]([NH2:26])[c:32]([N+:33](=[O:34])[O-:35])[cH:31][c:30]3[CH:36]3[N:37]([C:41](=[O:42])[O:43][C:44]([CH3:45])([CH3:46])[CH3:47])[CH2:38][CH2:39][CH2:40]3)[cH:12][cH:13]2)[cH:4][cH:5][cH:6][cH:7]1. The reactants are Cl (hydrochloric acid), OC=1C=C(C=C(C1)O[C@H](COC)C)C=1N(C(=CC1)C=1SC=CN1)C(=O)OC(C)(C)C (t-Butyl 2-{3-hydroxy-5-[(1S)-2-methoxy-1-methylethoxy]phenyl}-5-(1,3-thiazol-2-yl)-1H-pyrrole-1-carboxylate), FC=1C=C(C(=O)N2CCC2)C=CC1F (1-(3,4-Difluorobenzoyl)azetidine), [H-].[Na+] (sodium hydride). Solvent: CS(=O)C (dimethyl sulfoxide). Run at temperature 100 celsius, time 5 hour. The product is N1(CCC1)C(=O)C1=CC(=C(OC=2C=C(C=C(C2)O[C@H](COC)C)C2=CC=C(N2)C=2SC=CN2)C=C1)F (2-(5-{3-[4-(Azetidin-1-ylcarbonyl)-2-fluorophenoxy]-5-[(1S)-2-methoxy-1-methylethoxy]phenyl}-1H-pyrrol-2-yl)-1,3-thiazole). Yield: 65.3%. As a reaction SMILES: [OH:1][C:2]1[CH:3]=[C:4]([C:14]2[N:15](C(OC(C)(C)C)=O)[C:16]([C:19]3[S:20][CH:21]=[CH:22][N:23]=3)=[CH:17][CH:18]=2)[CH:5]=[C:6]([O:8][C@@H:9]([CH3:13])[CH2:10][O:11][CH3:12])[CH:7]=1.[F:31][C:32]1[CH:33]=[C:34]([CH:41]=[CH:42][C:43]=1F)[C:35]([N:37]1[CH2:40][CH2:39][CH2:38]1)=[O:36].[H-].[Na+].Cl>CS(C)=O>[N:37]1([C:35]([C:34]2[CH:41]=[CH:42][C:43]([O:1][C:2]3[CH:3]=[C:4]([C:14]4[NH:15][C:16]([C:19]5[S:20][CH:21]=[CH:22][N:23]=5)=[CH:17][CH:18]=4)[CH:5]=[C:6]([O:8][C@@H:9]([CH3:13])[CH2:10][O:11][CH3:12])[CH:7]=3)=[C:32]([F:31])[CH:33]=2)=[O:36])[CH2:40][CH2:39][CH2:38]1 |f:2.3|. Procedure details: t-Butyl 2-{3-hydroxy-5-[(1S)-2-methoxy-1-methylethoxy]phenyl}-5-(1,3-thiazol-2-yl)-1H-pyrrole-1-carboxylate (70 mg, 0.163 mmol) synthesized in Example (38d) and 1-(3,4-difluorobenzoyl)azetidine (68 mg, 0.345 mmol) synthesized in Example (41a) were dissolved in dimethyl sulfoxide (3.0 mL), and sodium hydride (60%, 25 mg, 0.63 mmol) was added, followed by stirring at 100° C. for 5 hours under nitrogen atmosphere. The reaction solution was cooled to room temperature, 2N hydrochloric acid (30 mL) wa... Starting materials: Cc1c(Br)cccc1C=O, C1CCNCC1, CCO, O=C1Cc2ccccc2N1. Product: Cc1c(Br)cccc1C=C1C(=O)Nc2ccccc21. Reaction SMILES: [Br:1][c:2]1[c:3]([CH3:10])[c:4]([CH:5]=[O:6])[cH:7][cH:8][cH:9]1.[CH2:21]1[CH2:22][CH2:23][NH:24][CH2:25][CH2:26]1.[CH3:27][CH2:28][OH:29].[O:11]=[C:12]1[CH2:13][c:14]2[cH:15][cH:16][cH:17][cH:18][c:19]2[NH:20]1>>[Br:1][c:2]1[c:3]([CH3:10])[c:4]([CH:5]=[C:13]2[C:12](=[O:11])[NH:20][c:19]3[c:14]2[cH:15][cH:16][cH:17][cH:18]3)[cH:7][cH:8][cH:9]1. The reactants are C(C1=CC=CC=C1)OC(=O)NC=1C(=C(C=CC1)C1=CN=C(C=2NC3=CC(=CC=C3C21)Br)C(=O)OCC)C (ethyl 4-(3-(benzyloxycarbonylamino)-2-methylphenyl)-7-bromo-9H-pyrido[3,4-b]indole-1-carboxylate), O.[OH-].[Li+] (lithium hydroxide hydrate). Solvent: O1CCCC1 (tetrahydrofuran), CO (methanol), O (water). Conditions: time 1.5 hour. Yields the product C(C1=CC=CC=C1)OC(=O)NC=1C(=C(C=CC1)C1=CN=C(C=2NC3=CC(=CC=C3C21)Br)C(=O)O)C (4-(3-(Benzyloxycarbonylamino)-2-methylphenyl)-7-bromo-9H-pyrido[3,4-b]indole-1-carboxylic acid). Yield: 92.6%. Reaction SMILES: [CH2:1]([O:8][C:9]([NH:11][C:12]1[C:13]([CH3:37])=[C:14]([C:18]2[C:30]3[C:29]4[C:24](=[CH:25][C:26]([Br:31])=[CH:27][CH:28]=4)[NH:23][C:22]=3[C:21]([C:32]([O:34]CC)=[O:33])=[N:20][CH:19]=2)[CH:15]=[CH:16][CH:17]=1)=[O:10])[C:2]1[CH:7]=[CH:6][CH:5]=[CH:4][CH:3]=1.O.[OH-].[Li+]>O1CCCC1.CO.O>[CH2:1]([O:8][C:9]([NH:11][C:12]1[C:13]([CH3:37])=[C:14]([C:18]2[C:30]3[C:29]4[C:24](=[CH:25][C:26]([Br:31])=[CH:27][CH:28]=4)[NH:23][C:22]=3[C:21]([C:32]([OH:34])=[O:33])=[N:20][CH:19]=2)[CH:15]=[CH:16][CH:17]=1)=[O:10])[C:2]1[CH:7]=[CH:6][CH:5]=[CH:4][CH:3]=1 |f:1.2.3|. Procedure: To a solution of ethyl 4-(3-(benzyloxycarbonylamino)-2-methylphenyl)-7-bromo-9H-pyrido[3,4-b]indole-1-carboxylate (1.338 g, 2.396 mmol) in tetrahydrofuran (48 mL) and methanol (16 mL) at room temperature was added a solution of lithium hydroxide hydrate (0.402 g, 9.58 mmol) in water (10 mL). The resulting solution was stirred at room temperature for 1.5 hr, and then concentrated under vacuum to a volume of about 10 mL. The residue was diluted with water (5 mL) and neutralized with 1 N HCl soluti...